This data is from the Open Reaction Database (ORD), a public repository of structured organic reaction records. The task is: describe an organic reaction: reactants, conditions, products, and yield Reactants: ClCCCC=1C=C2C(C(NC2=CC1)=O)(CC)CC (5-(3-chloropropyl)-3,3-diethyl-1,3-dihydro-indol-2-one), FC(C(=O)O)(F)F (trifluoroacetic acid), C(C)[SiH](CC)CC (triethylsilane). Reaction conditions: temperature 0 celsius, time 8 hour. Yields the product ClCCCC=1C=C2C(C(NC2=CC1)=O)(C)C (5-(3-Chloropropyl)-3,3-dimethyl-1,3-dihydro-indol-2-one). The yield is 72.9%. Reaction SMILES: [Cl:1][CH2:2][CH2:3][CH2:4][C:5]1[CH:6]=[C:7]2[C:11](=[CH:12][CH:13]=1)[NH:10][C:9](=[O:14])[C:8]2([CH2:17]C)[CH2:15]C.FC(F)(F)C(O)=O.C([SiH](CC)CC)C>>[Cl:1][CH2:2][CH2:3][CH2:4][C:5]1[CH:6]=[C:7]2[C:11](=[CH:12][CH:13]=1)[NH:10][C:9](=[O:14])[C:8]2([CH3:17])[CH3:15]. Procedure details: Under nitrogen atmosphere, add 5-(3-chloropropyl)-3,3-diethyl-1,3-dihydro-indol-2-one (3.08 g, 12.24 mmol) to trifluoroacetic acid (9.4 mL, 122.4 mmol). Cool the resulting suspension to 0° C. and then add triethylsilane (4.5 mL, 28.2 mmol) dropwise over 2 min. Heat at 45° C. for 30 min then stir at ambient temperature overnight. Pour the reaction mixture onto ice/water (100 mL) and extract with EtOAc (2×100 mL). Dry the combined extracts over MgSO4, filter and concentrate in vacuo. Purify the cr... The reactants are O=C([O-])[O-], CC(C)CI, CCOC(=O)c1cc2cc(C)ccc2[nH]1, CCOC(C)=O, CN(C)C=O, [K+], [K+], O. Yields the product CCOC(=O)c1cc2cc(C)ccc2n1CC(C)C. As a reaction SMILES: [C:16](=[O:17])([O-:18])[O-:19].[CH2:22]([CH:23]([CH3:24])[CH3:25])[I:26].[CH3:1][c:2]1[cH:3][c:4]2[cH:5][c:6]([C:11](=[O:12])[O:13][CH2:14][CH3:15])[nH:7][c:8]2[cH:9][cH:10]1.[CH3:27][CH2:28][O:29][C:30](=[O:31])[CH3:32].[CH3:33][N:34]([CH3:35])[CH:36]=[O:37].[K+:20].[K+:21].[OH2:38]>>[CH3:1][c:2]1[cH:3][c:4]2[cH:5][c:6]([C:11](=[O:12])[O:13][CH2:14][CH3:15])[n:7]([CH2:22][CH:23]([CH3:24])[CH3:25])[c:8]2[cH:9][cH:10]1. Starting materials: ClC1=NC2=CC=C(C=C2C(=N1)C1=CC(=CC=C1)Cl)C(O)(C1=CN=CN1C)C1=CC=C(C=C1)F (2-chloro-4-(3-chlorophenyl)-α-(4-fluorophenyl)-α-(1-methyl-1H-imidazol-5-yl)-6-quinazolinemethanol), [N-]=[N+]=[N-].[Na+] (sodium azide), ice water. Run in CN(C)C=O (DMF). Reaction conditions: temperature 90 celsius, time 2 hour. Product: ClC=1C=C(C=CC1)C1=NC=2N(C3=CC=C(C=C13)C(O)(C1=CN=CN1C)C1=CC=C(C=C1)F)N=NN2 (5-(3-chlorophenyl)-α-(4-fluorophenyl)-α-(1-methyl-1H-imidazol-5-yl)-tetrazolo[1,5-α]quinazoline-7-methanol). Yield: 57.6%. RXN SMILES: Cl[C:2]1[N:11]=[C:10]([C:12]2[CH:17]=[CH:16][CH:15]=[C:14]([Cl:18])[CH:13]=2)[C:9]2[C:4](=[CH:5][CH:6]=[C:7]([C:19]([C:27]3[CH:32]=[CH:31][C:30]([F:33])=[CH:29][CH:28]=3)([C:21]3[N:25]([CH3:26])[CH:24]=[N:23][CH:22]=3)[OH:20])[CH:8]=2)[N:3]=1.[N-:34]=[N+:35]=[N-:36].[Na+]>CN(C=O)C>[Cl:18][C:14]1[CH:13]=[C:12]([C:10]2[C:9]3[C:4](=[CH:5][CH:6]=[C:7]([C:19]([C:27]4[CH:28]=[CH:29][C:30]([F:33])=[CH:31][CH:32]=4)([C:21]4[N:25]([CH3:26])[CH:24]=[N:23][CH:22]=4)[OH:20])[CH:8]=3)[N:3]3[N:34]=[N:35][N:36]=[C:2]3[N:11]=2)[CH:17]=[CH:16][CH:15]=1 |f:1.2|. Procedure: A mixture of intermediate 7 (0.0125 mol) and sodium azide (0.038 mol) in DMF (60 ml) was stirred at 90° C. for 2 hours, then brought to room temperature, poured out into ice water and stirred. The precipitate was filtered, washed with water, taken up in DCM, filtered, washed with diethyl ether and dried under a vacuo, yielding 3.5 g (58%) of intermediate 8. The filtrate was extracted with DCM. The organic layer was separated, dried (MgSO4), filtered, and the solvent was evaporated. The residue w... Reactants: [Li]CCCC (BuLi), C1(=CC=CC=C1)C[C@@H]1NC(OC1)=O ((S)-4-(phenylmethyl)-2-oxazolidinone), C1CCOC1 (THF), C1CCOC1 (THF). Run at temperature -78 celsius, time 30 minute. The product is O=C(CCCCC1=CC=C(C=C1)C)N1C(OC[C@@H]1CC1=CC=CC=C1)=O ((S)-3[1-oxo-5-(4-methylphenyl)pentyl]-4-(phenylmethyl)-2-oxazolidinone). Isolated yield 51.0%. As a reaction SMILES: [Li][CH2:2][CH2:3][CH2:4][CH3:5].[C:6]1([CH2:12][C@H:13]2[CH2:17][O:16][C:15](=[O:18])[NH:14]2)[CH:11]=[CH:10][CH:9]=[CH:8][CH:7]=1.[CH2:19]1[CH2:23][O:22][CH2:21][CH2:20]1>>[O:22]=[C:21]([N:14]1[C@@H:13]([CH2:12][C:6]2[CH:7]=[CH:8][CH:9]=[CH:10][CH:11]=2)[CH2:17][O:16][C:15]1=[O:18])[CH2:20][CH2:19][CH2:23][CH2:5][C:4]1[CH:2]=[CH:3][C:4]([CH3:5])=[CH:2][CH:3]=1. Reported procedure: BuLi (1.6M solution in hexanes, 4.4 mmol, 2.75 ml, 1.2 equiv.) was added dropwise to a solution of (S)-4-(phenylmethyl)-2-oxazolidinone (3.64 mmol, 0.64 g) in THF (15 ml) at -78° C., under N2 atmosphere. The orange solution was stirred for 30 mins at -78° C. and then a solution of p-toylvalerylchloride (4.06 mmol, 0.86 g) in THF (5 ml) was added dropwise. The reaction mixture was stirred at -78° C. for 2 hrs before quenching at -78° C. with a mixture of brine and 10% aqueous HCl (1:1, 20 ml). On... Starting materials: C(CCC)N1C(C(=C(C2=CC=CN=C12)C1=CC(=CC=C1)C#CCO)NC(=O)NC1=C(C=CC=C1C(C)C)C(C)C)=O (N-[1-butyl-4-{3-(3-hydroxy-1-propynyl)phenyl}-1,2-dihydro-2-oxo-1,8-naphthyridin-3-yl]-N'-(2,6-diisopropylphenyl)urea), C(=O)[O-].[NH4+] (ammonium formate). Reagents/catalysts: [C].[Pd] (palladium-carbon). Run in CO (methanol). The product is C(CCC)N1C(C(=C(C2=CC=CN=C12)C1=CC(=CC=C1)CCCO)NC(=O)NC1=C(C=CC=C1C(C)C)C(C)C)=O (N-[1-butyl-4-{3-(3-hydroxypropyl)phenyl}-1,2-dihydro-2-oxo-1,8-naphthyridin-3-yl]-N'-(2,6-diisopropylphenyl)urea). Yield: 100.0%. RXN SMILES: [CH2:1]([N:5]1[C:14]2[C:9](=[CH:10][CH:11]=[CH:12][N:13]=2)[C:8]([C:15]2[CH:20]=[CH:19][CH:18]=[C:17]([C:21]#[C:22][CH2:23][OH:24])[CH:16]=2)=[C:7]([NH:25][C:26]([NH:28][C:29]2[C:34]([CH:35]([CH3:37])[CH3:36])=[CH:33][CH:32]=[CH:31][C:30]=2[CH:38]([CH3:40])[CH3:39])=[O:27])[C:6]1=[O:41])[CH2:2][CH2:3][CH3:4].C([O-])=O.[NH4+]>CO.[C].[Pd]>[CH2:1]([N:5]1[C:14]2[C:9](=[CH:10][CH:11]=[CH:12][N:13]=2)[C:8]([C:15]2[CH:20]=[CH:19][CH:18]=[C:17]([CH2:21][CH2:22][CH2:23][OH:24])[CH:16]=2)=[C:7]([NH:25][C:26]([NH:28][C:29]2[C:30]([CH:38]([CH3:39])[CH3:40])=[CH:31][CH:32]=[CH:33][C:34]=2[CH:35]([CH3:37])[CH3:36])=[O:27])[C:6]1=[O:41])[CH2:2][CH2:3][CH3:4] |f:1.2,4.5|. Procedure: To a solution of N-[1-butyl-4-{3-(3-hydroxy-1-propynyl)phenyl}-1,2-dihydro-2-oxo-1,8-naphthyridin-3-yl]-N'-(2,6-diisopropylphenyl)urea (10 mg, 0.02 mmol) in methanol (3 ml) were added ammonium formate (5 mg, 0.08 mmol) and 10% palladium-carbon (5 mg), and the mixture was heated under reflux for five hours. After allowed to stand for cooling, the mixture was filtered through a cerite pad, and the filtrate was concentrated. The concentrated residue was diluted with ethyl acetate, and washed with w... The reactants are C, CCCCc1nc2c(n1Cc1ccc(-c3ccccc3-c3nnnn3C(c3ccccc3)(c3ccccc3)c3ccccc3)cc1)CC(C(=O)OC)N(C(=O)OCc1ccccc1)C2, CO, [Pd]. The product is CCCCc1nc2c(n1Cc1ccc(-c3ccccc3-c3nnnn3C(c3ccccc3)(c3ccccc3)c3ccccc3)cc1)CC(C(=O)OC)NC2. Reaction SMILES: [C:65].[CH2:1]([CH2:2][CH2:3][CH3:4])[c:5]1[n:6]([CH2:28][c:29]2[cH:30][cH:31][c:32](-[c:35]3[c:36](-[c:41]4[n:42][n:43][n:44][n:45]4[C:46]([c:47]4[cH:48][cH:49][cH:50][cH:51][cH:52]4)([c:53]4[cH:54][cH:55][cH:56][cH:57][cH:58]4)[c:59]4[cH:60][cH:61][cH:62][cH:63][cH:64]4)[cH:37][cH:38][cH:39][cH:40]3)[cH:33][cH:34]2)[c:7]2[c:8]([n:27]1)[CH2:9][N:10]([C:17]([O:18][CH2:19][c:20]1[cH:21][cH:22][cH:23][cH:24][cH:25]1)=[O:26])[CH:11]([C:13](=[O:14])[O:15][CH3:16])[CH2:12]2.[CH3:67][OH:68].[Pd:66]>>[CH2:1]([CH2:2][CH2:3][CH3:4])[c:5]1[n:6]([CH2:28][c:29]2[cH:30][cH:31][c:32](-[c:35]3[c:36](-[c:41]4[n:42][n:43][n:44][n:45]4[C:46]([c:47]4[cH:48][cH:49][cH:50][cH:51][cH:52]4)([c:53]4[cH:54][cH:55][cH:56][cH:57][cH:58]4)[c:59]4[cH:60][cH:61][cH:62][cH:63][cH:64]4)[cH:37][cH:38][cH:39][cH:40]3)[cH:33][cH:34]2)[c:7]2[c:8]([n:27]1)[CH2:9][NH:10][CH:11]([C:13](=[O:14])[O:15][CH3:16])[CH2:12]2.